Dataset: the Open Reaction Database (ORD), a public repository of structured organic reaction records. Task: describe an organic reaction: reactants, conditions, products, and yield Reactants: FC(C(CCCC1=CC(=C(C=C1)F)OC1=CC=CC=C1)(C)C1=CC=C(C=C1)O)F (1,1-difluoro-5-(4-fluoro-3-phenoxyphenyl)-2-(4-hydroxyphenyl)-2-methylpentane), C(C)I (ethyl iodide), C(=O)([O-])[O-].[K+].[K+] (K2CO3), [I-].[Na+] (sodium iodide). Solvent: O (water), CN(C=O)C (dimethylformamide). Product: C(C)OC1=CC=C(C=C1)C(C(F)F)(CCCC1=CC(=C(C=C1)F)OC1=CC=CC=C1)C (2-(4-Ethoxyphenyl)-1,1-difluoro-5-(4-fluoro-3-phenoxyphenyl)-2-methylpentane). As a reaction SMILES: [F:1][CH:2]([F:29])[C:3]([C:22]1[CH:27]=[CH:26][C:25]([OH:28])=[CH:24][CH:23]=1)([CH3:21])[CH2:4][CH2:5][CH2:6][C:7]1[CH:12]=[CH:11][C:10]([F:13])=[C:9]([O:14][C:15]2[CH:20]=[CH:19][CH:18]=[CH:17][CH:16]=2)[CH:8]=1.[CH2:30](I)[CH3:31].C([O-])([O-])=O.[K+].[K+].[I-].[Na+]>O.CN(C)C=O>[CH2:30]([O:28][C:25]1[CH:24]=[CH:23][C:22]([C:3]([CH3:21])([CH2:4][CH2:5][CH2:6][C:7]2[CH:12]=[CH:11][C:10]([F:13])=[C:9]([O:14][C:15]3[CH:20]=[CH:19][CH:18]=[CH:17][CH:16]=3)[CH:8]=2)[CH:2]([F:1])[F:29])=[CH:27][CH:26]=1)[CH3:31] |f:2.3.4,5.6|. Reported procedure: 1.5 g (3.75 mmol) 1,1-difluoro-5-(4-fluoro-3-phenoxyphenyl)-2-(4-hydroxyphenyl)-2-methylpentane, 10 ml dimethylformamide, 700 mg (4.5 mmol) ethyl iodide and 725 mg (5.25 mmol) K2CO3 were heated at 80° C. for 8 hours with a catalytic amount of sodium iodide. It was then added to water, extracted with ethyl acetate, dried over Na2SO4 and evaporated. After chromatography on silica gel, using hexane/toluene, 1.4 g of the desired product remained i.e. 87.4% of theory. The physical data are identical ... Reactants: [H-].[H-].[H-].[H-].[Li+].[Al+3] (LiAlH4), C(#N)C=1C=C2C=NNC2=CC1 (5-cyanoindazole). Solvent: C1CCOC1 (THF), C1CCOC1 (THF). Reaction conditions: temperature 0 celsius. Yields the product NCC=1C=C2C=NNC2=CC1 (5-Aminomethylindazole). RXN SMILES: [H-].[H-].[H-].[H-].[Li+].[Al+3].[C:7]([C:9]1[CH:10]=[C:11]2[C:15](=[CH:16][CH:17]=1)[NH:14][N:13]=[CH:12]2)#[N:8]>C1COCC1>[NH2:8][CH2:7][C:9]1[CH:10]=[C:11]2[C:15](=[CH:16][CH:17]=1)[NH:14][N:13]=[CH:12]2 |f:0.1.2.3.4.5|. Procedure details: To a solution-of LiAlH4 (0.76 g, 20.1 mmol) in THF (10 mL) cooled to 0° C. was added a solution of 5-cyanoindazole (0.64 g, 4.47 mmol) in THF (10 mL) dropwise. After 0.5 h the reaction mixture was warmed to reflux for 2 h, then cooled to 0° C. and quenched by the careful addition of water (0.76 mL), 1.0 N sodium hydroxide (0.76 mL), and water (2.28 mL). This mixture was filtered through a pad of celite and washed with THF/MeOH (3:1, 300 mL). Removal of the solvent in vacuo provided a solid which... Starting materials: F[B-](F)(F)F, CCOC(C)=O, ClP(Cl)c1ccccc1, Cl[Cu], [Na+], [OH-], O, N#[N+]c1ccc(S(=O)(=O)c2ccccc2)cc1. Product: O=P(O)(c1ccccc1)c1ccc(S(=O)(=O)c2ccccc2)cc1. RXN SMILES: [B-:1]([F:2])([F:3])([F:4])[F:5].[CH3:35][CH2:36][O:37][C:38](=[O:39])[CH3:40].[Cl:23][P:24]([c:25]1[cH:26][cH:27][cH:28][cH:29][cH:30]1)[Cl:31].[Cl:41][Cu:42].[Na+:34].[OH-:33].[OH2:32].[c:6]1([S:12](=[O:13])(=[O:14])[c:15]2[cH:16][cH:17][c:18]([N+:21]#[N:22])[cH:19][cH:20]2)[cH:7][cH:8][cH:9][cH:10][cH:11]1>>[c:6]1([S:12](=[O:13])(=[O:14])[c:15]2[cH:16][cH:17][c:18]([P:24]([c:25]3[cH:26][cH:27][cH:28][cH:29][cH:30]3)([OH:32])=[O:33])[cH:19][cH:20]2)[cH:7][cH:8][cH:9][cH:10][cH:11]1. Starting materials: IC=1C=C2C(C(NC2=CC1)=O)=O (5-iodoisatin), [Mg] (magnesium), BrC1=C(C=CC=C1)OCC (2-bromo-1-ethoxybenzene), BrC1=C(C=CC=C1)OCC (2-bromo-1-ethoxybenzene), II (iodine), [NH4+].[Cl-] (NH4Cl). Solvent: O1CCCC1 (tetrahydrofuran), CCOCC (ether), CCOCC (ether). Conditions: temperature 20 celsius, time 2 hour. Yields the product C(C)OC1=C(C=CC=C1)C1(C(NC2=CC=C(C=C12)I)=O)O (3-(2-Ethoxyphenyl)-3-hydroxy-5-iodoindol-2-one). RXN SMILES: [Mg].Br[C:3]1[CH:8]=[CH:7][CH:6]=[CH:5][C:4]=1[O:9][CH2:10][CH3:11].II.[I:14][C:15]1[CH:16]=[C:17]2[C:21](=[CH:22][CH:23]=1)[NH:20][C:19](=[O:24])[C:18]2=[O:25].[NH4+].[Cl-]>CCOCC.O1CCCC1>[CH2:10]([O:9][C:4]1[CH:5]=[CH:6][CH:7]=[CH:8][C:3]=1[C:18]1([OH:25])[C:17]2[C:21](=[CH:22][CH:23]=[C:15]([I:14])[CH:16]=2)[NH:20][C:19]1=[O:24])[CH3:11] |f:4.5|. Reported procedure: 4 g (164 mMol) of magnesium turnings and 5% of the total amount of 2-bromo-1-ethoxybenzene were put into 20 ml of ether and, after addition of a little iodine, were heated until the reaction started. 33.1 g (165 mMol) of 2-bromo-1-ethoxybenzene dissolved in 100 ml of ether were slowly added dropwise to the boiling solution in such a way that the reaction continued with gentle boiling. Then, while cooling slightly to 20° C., 15 g (54.9 mMol) of 5-iodoisatin in 400 ml of anhydrous tetrahydrofuran ... Starting materials: ClC=1C=C(C=C(C1)Cl)C1(CC(=NO1)C=1C=C(C=CC1)N)C(F)(F)F (3-[5-(3,5-dichloro-phenyl)-5-trifluoromethyl-4,5-dihydro-isoxazol-3-yl]-phenylamine), C(O)([O-])=O.[Na+] (sodium hydrogen carbonate), A4, N1=CC=CC=C1 (pyridine), C(#N)C1=CC=C(C(=O)Cl)C=C1 (4-Cyano-benzoyl chloride). The solvent is O1CCCC1 (tetrahydrofuran). Yields the product C(#N)C1=CC=C(C(=O)NC2=CC(=CC=C2)C2=NOC(C2)(C(F)(F)F)C2=CC(=CC(=C2)Cl)Cl)C=C1 (4-cyano-N-{3-[5-(3,5-dichloro-phenyl)-5-trifluoromethyl-4,5-dihydro-isoxazol-3-yl]phenyl}-benzamide). Isolated yield 85.0%. Reaction SMILES: [Cl:1][C:2]1[CH:3]=[C:4]([C:9]2([C:21]([F:24])([F:23])[F:22])[O:13][N:12]=[C:11]([C:14]3[CH:15]=[C:16]([NH2:20])[CH:17]=[CH:18][CH:19]=3)[CH2:10]2)[CH:5]=[C:6]([Cl:8])[CH:7]=1.N1C=CC=CC=1.[C:31]([C:33]1[CH:41]=[CH:40][C:36]([C:37](Cl)=[O:38])=[CH:35][CH:34]=1)#[N:32].C(=O)([O-])O.[Na+]>O1CCCC1>[C:31]([C:33]1[CH:41]=[CH:40][C:36]([C:37]([NH:20][C:16]2[CH:17]=[CH:18][CH:19]=[C:14]([C:11]3[CH2:10][C:9]([C:4]4[CH:5]=[C:6]([Cl:8])[CH:7]=[C:2]([Cl:1])[CH:3]=4)([C:21]([F:22])([F:24])[F:23])[O:13][N:12]=3)[CH:15]=2)=[O:38])=[CH:35][CH:34]=1)#[N:32] |f:3.4|. Procedure: To a solution of 3-[5-(3,5-dichloro-phenyl)-5-trifluoromethyl-4,5-dihydro-isoxazol-3-yl]-phenylamine (0.300 mg, 0.79 mmol) (Example I3) in tetrahydrofuran (4 ml) was added pyridine (0.128 ml, 1.59 mmol). 4-Cyano-benzoyl chloride (0.176 g, 1 mmol) was added under vigorous stirring at ambient temperature. The reaction mixture was stirred for 3 hours at ambient temperature. Aqueous sodium hydrogen carbonate (saturated) was added and the phases were separated. The aqueous phase was extracted twice w... Starting materials: C(C)OC(C(=C(OCC)N)C1=CC=CC=C1)=O (α-phenyl-β-amino-β-ethoxyacrylic acid ethyl ester), C1(=CC=C(C=C1)S(=O)(=O)O)C (p-toluenesulphonic acid), FC(C=1C=C(CNN)C=CC1C)(F)F (3-trifluoromethyl-4-methylbenzylhydrazine). Run in C(C)O (ethanol). Conditions: time 8 hour. Yields the product NC=1NN(C(C1C1=CC=CC=C1)=O)CC1=CC(=C(C=C1)C)C(F)(F)F (3-amino-4-phenyl-1-(3-trifluoromethyl-4-methylbenzyl)-pyrazol-5-one). RXN SMILES: C([O:3][C:4](=O)[C:5]([C:11]1[CH:16]=[CH:15][CH:14]=[CH:13][CH:12]=1)=[C:6]([NH2:10])OCC)C.C1(C)C=CC(S(O)(=O)=O)=CC=1.[F:29][C:30]([F:42])([F:41])[C:31]1[CH:32]=[C:33]([CH:37]=[CH:38][C:39]=1[CH3:40])[CH2:34][NH:35][NH2:36]>C(O)C>[NH2:10][C:6]1[NH:36][N:35]([CH2:34][C:33]2[CH:37]=[CH:38][C:39]([CH3:40])=[C:31]([C:30]([F:41])([F:42])[F:29])[CH:32]=2)[C:4](=[O:3])[C:5]=1[C:11]1[CH:12]=[CH:13][CH:14]=[CH:15][CH:16]=1. Procedure: To a solution of 35.3 g α-phenyl-β-amino-β-ethoxyacrylic acid ethyl ester and 1 g p-toluenesulphonic acid in 150 ml ethanol were added dropwise, under nitrogen, 31.5 g 3-trifluoromethyl-4-methylbenzylhydrazine. After stirring overnight, the solvent was distilled off in a vacuum; the residue was recrystallized from dimethyl formamide. Reactants: NC(CC)C=1C(NC(=NN1)C1CCCC1)=O (6-(1-aminopropyl)-3-cyclopentyl-1,2,4-triazin-5(4H)-one), C1(CCC1)C(=O)Cl (cyclobutanecarbonyl chloride). Product: C1(CCCC1)C1=NN=C(C(N1)=O)C(CC)NC(=O)C1CCC1 (N-[1-(3-Cyclopentyl-5-oxo-4,5-dihydro-1,2,4-triazin-6-yl)propyl]cyclobutanecarboxamide). As a reaction SMILES: [NH2:1][CH:2]([C:5]1[C:6](=[O:16])[NH:7][C:8]([CH:11]2[CH2:15][CH2:14][CH2:13][CH2:12]2)=[N:9][N:10]=1)[CH2:3][CH3:4].[CH:17]1([C:21](Cl)=[O:22])[CH2:20][CH2:19][CH2:18]1>>[CH:11]1([C:8]2[NH:7][C:6](=[O:16])[C:5]([CH:2]([NH:1][C:21]([CH:17]3[CH2:20][CH2:19][CH2:18]3)=[O:22])[CH2:3][CH3:4])=[N:10][N:9]=2)[CH2:15][CH2:14][CH2:13][CH2:12]1. Procedure: In analogy to the procedure for Example 36A, 200 mg (0.90 mmol) 6-(1-aminopropyl)-3-cyclopentyl-1,2,4-triazin-5(4H)-one, 110 mg (0.90 mmol) cyclobutanecarbonyl chloride and proportionate amounts of the other reagents are used. The crude product is used in the next step without further purification. Product: Nc1ccc2snc(Cl)c2c1. Reaction SMILES: [CH2:17]([OH:18])[CH3:19].[CH3:20][CH2:21][O:22][C:23](=[O:24])[CH3:25].[Cl-:14].[Cl:1][c:2]1[n:3][s:4][c:5]2[c:6]1[cH:7][c:8]([N+:11]([O-:12])=[O:13])[cH:9][cH:10]2.[Fe:26].[NH4+:15].[OH2:16]>>[Cl:1][c:2]1[n:3][s:4][c:5]2[c:6]1[cH:7][c:8]([NH2:11])[cH:9][cH:10]2. Reactants: CCO, CCOC(C)=O, [Cl-], O=[N+]([O-])c1ccc2snc(Cl)c2c1, [Fe], [NH4+], O.